describe an organic reaction: reactants, conditions, products, and yield From a dataset of the Open Reaction Database (ORD), a public repository of structured organic reaction records. Reactants: Cc1ccccc1, O=S(=O)(OS(=O)(=O)C(F)(F)F)C(F)(F)F, [K+], [K+], [K+], COC(=O)c1ccc(CC2CCc3ccc(O)cc32)cc1, O=P([O-])([O-])[O-]. Yields the product COC(=O)c1ccc(CC2CCc3ccc(OS(=O)(=O)C(F)(F)F)cc32)cc1. As a reaction SMILES: [CH3:45][c:46]1[cH:47][cH:48][cH:49][cH:50][cH:51]1.[F:1][C:2]([F:3])([F:4])[S:5](=[O:6])(=[O:7])[O:8][S:9]([C:10]([F:11])([F:12])[F:13])(=[O:14])=[O:15].[K+:21].[K+:22].[K+:23].[OH:24][c:25]1[cH:26][cH:27][c:28]2[c:32]([cH:33]1)[CH:31]([CH2:34][c:35]1[cH:36][cH:37][c:38]([C:39](=[O:40])[O:41][CH3:42])[cH:43][cH:44]1)[CH2:30][CH2:29]2.[P:16]([O-:17])([O-:18])([O-:19])=[O:20]>>[F:1][C:2]([F:3])([F:4])[S:5](=[O:6])(=[O:7])[O:8][c:25]1[cH:26][cH:27][c:28]2[c:32]([cH:33]1)[CH:31]([CH2:34][c:35]1[cH:36][cH:37][c:38]([C:39](=[O:40])[O:41][CH3:42])[cH:43][cH:44]1)[CH2:30][CH2:29]2. The reactants are C(C1=CC=CC=C1)SC=1C=C(C(=O)O)C=C(C1Cl)S(N)(=O)=O (3-benzylthio-4-chloro-5-sulfamylbenzoic acid), C(C)(=O)O (acetic acid), OO (hydrogen peroxide), aqueous solution, O (water), O (water). Conditions: time 2 day. The product is C(C1=CC=CC=C1)S(=O)(=O)C=1C=C(C(=O)O)C=C(C1Cl)S(N)(=O)=O (3-Benzylsulfonyl-4-chloro-5-sulfamylbenzoic acid). Reaction SMILES: [CH2:1]([S:8][C:9]1[CH:10]=[C:11]([CH:15]=[C:16]([S:19](=[O:22])(=[O:21])[NH2:20])[C:17]=1[Cl:18])[C:12]([OH:14])=[O:13])[C:2]1[CH:7]=[CH:6][CH:5]=[CH:4][CH:3]=1.C(O)(=[O:25])C.OO.[OH2:29]>>[CH2:1]([S:8]([C:9]1[CH:10]=[C:11]([CH:15]=[C:16]([S:19](=[O:22])(=[O:21])[NH2:20])[C:17]=1[Cl:18])[C:12]([OH:14])=[O:13])(=[O:25])=[O:29])[C:2]1[CH:7]=[CH:6][CH:5]=[CH:4][CH:3]=1. Procedure details: A mixture of 3-benzylthio-4-chloro-5-sulfamylbenzoic acid (0.75 g), acetic acid (25 ml), and hydrogen peroxide (2 ml of an 30% aqueous solution) is stirred for 2 days at room temperature. Addition of water (100 ml) precipitates 3-benzylsulconyl-4-chloro-5-sulfamylbenzoic acid. After collection by filtration and recrystallization from aqueous ethanol the compound crystallizing with one mole of water, is obtained with a melting point of 236° - 237°C. Starting materials: OC1=C(C=C(C=C1)CCCCC1C(NC(O1)=O)=O)OC (5-[4-(4-hydroxy-3-methoxyphenyl)butyl]-2,4-oxazolidinedione), ClCC=1N=C(OC1C)\C=C\C1=CC=CC=C1 (4-chloromethyl-5-methyl-2-[(E)-styryl]oxazole). Product: COC=1C=C(C=CC1OCC=1N=C(OC1)\C=C\C1=CC=CC=C1)CCCCC1C(NC(O1)=O)=O (5-[4-[3-methoxy-4-[2-[(E)-styryl]-4-oxazolylmethoxy]phenyl]butyl]-2,4-oxazolidinedione). As a reaction SMILES: [OH:1][C:2]1[CH:7]=[CH:6][C:5]([CH2:8][CH2:9][CH2:10][CH2:11][CH:12]2[O:16][C:15](=[O:17])[NH:14][C:13]2=[O:18])=[CH:4][C:3]=1[O:19][CH3:20].Cl[CH2:22][C:23]1[N:24]=[C:25](/[CH:29]=[CH:30]/[C:31]2[CH:36]=[CH:35][CH:34]=[CH:33][CH:32]=2)[O:26][C:27]=1C>>[CH3:20][O:19][C:3]1[CH:4]=[C:5]([CH2:8][CH2:9][CH2:10][CH2:11][CH:12]2[O:16][C:15](=[O:17])[NH:14][C:13]2=[O:18])[CH:6]=[CH:7][C:2]=1[O:1][CH2:22][C:23]1[N:24]=[C:25](/[CH:29]=[CH:30]/[C:31]2[CH:36]=[CH:35][CH:34]=[CH:33][CH:32]=2)[O:26][CH:27]=1. Procedure: In substantially the same manner as in Working Example 9, 5-[4-(4-hydroxy-3-methoxyphenyl)butyl]-2,4-oxazolidinedione was reacted with 4-chloromethyl-5-methyl-2-[(E)-styryl]oxazole to obtain 5-[4-[3-methoxy-4-[2-[(E)-styryl]-4-oxazolylmethoxy]phenyl]butyl]-2,4-oxazolidinedione, which was recrystallized from ethyl acetate-hexane to give colorless prisms, m.p.171-172° C.